Dataset: the Open Reaction Database (ORD), a public repository of structured organic reaction records. Task: describe an organic reaction: reactants, conditions, products, and yield Reactants: CCc1nc2cc(F)c(F)cc2c(OC(=O)C2CC2)c1C, CO, Cl, [Na+], [OH-], O. Product: CCc1nc2cc(F)c(F)cc2c(O)c1C. Reaction SMILES: [CH2:1]([CH3:2])[c:3]1[n:4][c:5]2[cH:6][c:7]([F:21])[c:8]([F:20])[cH:9][c:10]2[c:11]([O:14][C:15]([CH:16]2[CH2:17][CH2:18]2)=[O:19])[c:12]1[CH3:13].[CH3:25][OH:26].[ClH:24].[Na+:23].[OH-:22].[OH2:27]>>[CH2:1]([CH3:2])[c:3]1[n:4][c:5]2[cH:6][c:7]([F:21])[c:8]([F:20])[cH:9][c:10]2[c:11]([OH:14])[c:12]1[CH3:13].